This data is from the Open Reaction Database (ORD), a public repository of structured organic reaction records. The task is: describe an organic reaction: reactants, conditions, products, and yield Starting materials: C[O-].[Na+] (Sodium methoxide), CC1=CC=C(OCC#CCC#CCC#CCC#CCCCC(=O)O)C=C1 (16-(p-methylphenoxy)-hexadeca-5,8,11,14-tetraynoic acid). The solvent is CO (methanol). The product is [Na+].CC1=CC=C(OCC#CCC#CCC#CCC#CCCCC(=O)[O-])C=C1 (16-(p-methylphenoxy)-hexadeca-5,8,11,14-tetraynoic acid sodium salt). RXN SMILES: C[O-].[Na+:3].[CH3:4][C:5]1[CH:29]=[CH:28][C:8]([O:9][CH2:10][C:11]#[C:12][CH2:13][C:14]#[C:15][CH2:16][C:17]#[C:18][CH2:19][C:20]#[C:21][CH2:22][CH2:23][CH2:24][C:25]([OH:27])=[O:26])=[CH:7][CH:6]=1>CO>[Na+:3].[CH3:4][C:5]1[CH:29]=[CH:28][C:8]([O:9][CH2:10][C:11]#[C:12][CH2:13][C:14]#[C:15][CH2:16][C:17]#[C:18][CH2:19][C:20]#[C:21][CH2:22][CH2:23][CH2:24][C:25]([O-:27])=[O:26])=[CH:7][CH:6]=1 |f:0.1,4.5|. Procedure: Sodium methoxide (82 mg) is added to a solution of 16-(p-methylphenoxy)-hexadeca-5,8,11,14-tetraynoic acid (500 mg) in methanol (5 ml). The solution is then evaporated to dryness to afford 16-(p-methylphenoxy)-hexadeca-5,8,11,14-tetraynoic acid sodium salt. Starting materials: C1(=CC=CC=C1)OC(NC=1C(=NC(=C(C1)CC)C)OC)=O (Phenyl-N-(5-ethyl-2-methoxy-6-methylpyridin-3-yl)carbamate), OC1=CC=C(C=C1)N1CCNCC1 (1-(4-hydroxyphenyl)piperazine). The product is C(C)C=1C=C(C(=NC1C)OC)NC(=O)N1CCN(CC1)C1=CC=C(C=C1)O (1-[(5-ethyl-2-methoxy-6-methylpyridin-3-yl)aminocarbonyl]-4-(4-hydroxyphenyl)piperazine). Yield: 58.0%. Reaction SMILES: C1(O[C:8](=[O:21])[NH:9][C:10]2[C:11]([O:19][CH3:20])=[N:12][C:13]([CH3:18])=[C:14]([CH2:16][CH3:17])[CH:15]=2)C=CC=CC=1.[OH:22][C:23]1[CH:28]=[CH:27][C:26]([N:29]2[CH2:34][CH2:33][NH:32][CH2:31][CH2:30]2)=[CH:25][CH:24]=1>>[CH2:16]([C:14]1[CH:15]=[C:10]([NH:9][C:8]([N:32]2[CH2:31][CH2:30][N:29]([C:26]3[CH:25]=[CH:24][C:23]([OH:22])=[CH:28][CH:27]=3)[CH2:34][CH2:33]2)=[O:21])[C:11]([O:19][CH3:20])=[N:12][C:13]=1[CH3:18])[CH3:17]. Procedure: Phenyl-N-(5-ethyl-2-methoxy-6-methylpyridin-3-yl)carbamate and 1-(4-hydroxyphenyl)piperazine were reacted by the same way with the example 1 to obtain the titled compound. Starting materials: C(C)C(=CCCC(C=C)(O)C)CC (7-ethyl-3-methyl-1,6-nonadien-3-ol), N1=CC=CC=C1 (pyridine), P(Br)(Br)Br (phosphorus tribromide). Run in CCCCCC (hexane), CCCCCC (hexane). Conditions: time 1.5 hour. Yields the product BrCC=C(CCC=C(CC)CC)C (1-bromo-7-ethyl-3-methyl-2,6-nonadiene). RXN SMILES: [CH2:1]([C:3]([CH2:12][CH3:13])=[CH:4][CH2:5][CH2:6][C:7]([CH3:11])(O)[CH:8]=[CH2:9])[CH3:2].N1C=CC=CC=1.P(Br)(Br)[Br:21]>CCCCCC>[Br:21][CH2:9][CH:8]=[C:7]([CH3:11])[CH2:6][CH2:5][CH:4]=[C:3]([CH2:12][CH3:13])[CH2:1][CH3:2]. Reported procedure: 18.2 g. of 7-ethyl-3-methyl-1,6-nonadien-3-ol, 100 ml. of hexane and 1 ml. of anhydrous pyridine are cooled to -15° C. and treated dropwise in the course of 1.5 hours with a solution of 4 ml. of phosphorus tribromide in 50 ml. of hexane, the temperature being maintained at between -15° C. and -10° C. The mixture is stirred for a further 1.5 hours during which time it is allowed to warm up to room temperature slowly. For working up, the mixture is poured onto 50 ml. of ice-water, the organic phas... Reactants: COC(=O)c1csc(Br)n1, CC(c1cccc2ccccc12)N(CC1CCNCC1c1ccccc1)C(=O)OC(C)(C)C, O=C([O-])[O-], CS(C)=O, [K+], [K+], O. Yields the product COC(=O)c1csc(N2CCC(CN(C(=O)OC(C)(C)C)C(C)c3cccc4ccccc34)C(c3ccccc3)C2)n1. RXN SMILES: [Br:34][c:35]1[s:36][cH:37][c:38]([C:40](=[O:41])[O:42][CH3:43])[n:39]1.[C:1]([CH3:2])([CH3:3])([CH3:4])[O:5][C:6]([N:7]([CH2:8][CH:9]1[CH:10]([c:15]2[cH:16][cH:17][cH:18][cH:19][cH:20]2)[CH2:11][NH:12][CH2:13][CH2:14]1)[CH:21]([CH3:22])[c:23]1[cH:24][cH:25][cH:26][c:27]2[cH:28][cH:29][cH:30][cH:31][c:32]12)=[O:33].[C:44](=[O:45])([O-:46])[O-:47].[CH3:50][S:51]([CH3:52])=[O:53].[K+:48].[K+:49].[OH2:54]>>[C:1]([CH3:2])([CH3:3])([CH3:4])[O:5][C:6]([N:7]([CH2:8][CH:9]1[CH:10]([c:15]2[cH:16][cH:17][cH:18][cH:19][cH:20]2)[CH2:11][N:12]([c:35]2[s:36][cH:37][c:38]([C:40](=[O:41])[O:42][CH3:43])[n:39]2)[CH2:13][CH2:14]1)[CH:21]([CH3:22])[c:23]1[cH:24][cH:25][cH:26][c:27]2[cH:28][cH:29][cH:30][cH:31][c:32]12)=[O:33]. Starting materials: CC1=CC=C(C=C1)S(=O)(=O)Cl (4-methylbenzenesulphonyl chloride), CC=1C=C(C(=O)N2CCC(CC2)CO)C=CC1 (1-(3-methylbenzoyl)-4-piperidinemethanol). Solvent: N1=CC=CC=C1 (pyridine), N1=CC=CC=C1 (pyridine). Conditions: temperature 20 celsius, time 4 hour. Product: CC1=CC=C(C=C1)S(=O)(=O)OCC1CCN(CC1)C(C1=CC(=CC=C1)C)=O ([1-(3-Methylbenzoyl)-4-piperidyl]methyl 4-methylbenzenesulphonate). RXN SMILES: [CH3:1][C:2]1[CH:7]=[CH:6][C:5]([S:8](Cl)(=[O:10])=[O:9])=[CH:4][CH:3]=1.[CH3:12][C:13]1[CH:14]=[C:15]([CH:26]=[CH:27][CH:28]=1)[C:16]([N:18]1[CH2:23][CH2:22][CH:21]([CH2:24][OH:25])[CH2:20][CH2:19]1)=[O:17]>N1C=CC=CC=1>[CH3:1][C:2]1[CH:7]=[CH:6][C:5]([S:8]([O:25][CH2:24][CH:21]2[CH2:22][CH2:23][N:18]([C:16](=[O:17])[C:15]3[CH:26]=[CH:27][CH:28]=[C:13]([CH3:12])[CH:14]=3)[CH2:19][CH2:20]2)(=[O:10])=[O:9])=[CH:4][CH:3]=1. Procedure: 53.3 g (0.28 mol) of 4-methylbenzenesulphonyl chloride in 60 ml of pyridine are added to a solution of 52 g (0.22 mol) of 1-(3-methylbenzoyl)-4-piperidinemethanol in 100 ml of pyridine. The mixture is stirred at 20° C. for 4 h, and then poured into ice. The phase is extracted with dichloromethane, and the organic phase washed with 10 N aqueous hydrochloric acid solution and dried over magnesium sulphate. The solvents are evaporated off under reduced pressure and 70 g of white solid are obtained. As a reaction SMILES: [Cl:1][C:2]1[CH:3]=[C:4]([CH:6]=[C:7]([Cl:10])[C:8]=1[Cl:9])[NH2:5].[C:11](Cl)(Cl)=[O:12]>C1(C)C=CC=CC=1>[Cl:1][C:2]1[CH:3]=[C:4]([N:5]=[C:11]=[O:12])[CH:6]=[C:7]([Cl:10])[C:8]=1[Cl:9]. Procedure details: A mixture of 3,4,5-trichloroaniline (400 mg; 2 mmol) in toluene (15 ml) and phosgene (6 ml 20% in toluene; 12 mmol) was refluxed for 6 h. The solvent was removed under reduced pressure to give crude 3,4,5-trichlorophenylisocyanate. To the crude product was added 3-[4-(4-chlorophenyl) -1-piperazinyl]propanol (510 mg; 2.0 mmol) in toluene (30 ml) and refluxed for 16 h. The solvent was evaporated rated and the residue resuspended in ethyl acetate, filtered and evaporated to dryness. The residue was... Solvent: C1(=CC=CC=C1)C (toluene). Starting materials: ClC=1C=C(N)C=C(C1Cl)Cl (3,4,5-trichloroaniline), C(=O)(Cl)Cl (phosgene). The product is ClC=1C=C(C=C(C1Cl)Cl)N=C=O (3,4,5-trichlorophenylisocyanate). Reactants: COc1c(C(=O)O)ccc(C(F)(F)F)c1S(C)=O, CCOC(C)=O, CCCCCCC, O, Cn1nccc1O, O=S(Cl)Cl, c1ccncc1. Yields the product COc1c(C(=O)c2cnn(C)c2O)ccc(C(F)(F)F)c1S(C)=O. Reaction SMILES: [CH3:1][O:2][c:3]1[c:4]([C:5](=[O:6])[OH:7])[cH:8][cH:9][c:10]([C:15]([F:16])([F:17])[F:18])[c:11]1[S:12](=[O:13])[CH3:14].[CH3:36][CH2:37][O:38][C:39](=[O:40])[CH3:41].[CH3:42][CH2:43][CH2:44][CH2:45][CH2:46][CH2:47][CH3:48].[OH2:49].[OH:19][c:20]1[n:21]([CH3:25])[n:22][cH:23][cH:24]1.[S:32]([Cl:33])([Cl:34])=[O:35].[cH:26]1[cH:27][cH:28][n:29][cH:30][cH:31]1>>[CH3:1][O:2][c:3]1[c:4]([C:5](=[O:7])[c:24]2[c:20]([OH:19])[n:21]([CH3:25])[n:22][cH:23]2)[cH:8][cH:9][c:10]([C:15]([F:16])([F:17])[F:18])[c:11]1[S:12](=[O:13])[CH3:14]. Starting materials: C(=O)(O)[O-].[Na+] (NaHCO3), NC1=C(C(=O)N)C=CC(=C1)Cl (2-amino-4-chlorobenzamide), C(C)OC(OCC)OCC (triethylorthoformate), O1CCOCC1 (1,4-dioxane). The solvent is CN1C(CCC1)=O (N-methylpyrrolidone), O (water). Run at temperature 110 celsius. Yields the product ClC1=CC=C2C(NC=NC2=C1)=O (7-Chloro-3H-quinazolin-4-one), solid. Isolated yield 94.0%. As a reaction SMILES: [NH2:1][C:2]1[CH:10]=[C:9]([Cl:11])[CH:8]=[CH:7][C:3]=1[C:4]([NH2:6])=[O:5].[CH2:12](OC(OCC)OCC)C.O1CCOCC1.C([O-])(O)=O.[Na+]>CN1CCCC1=O.O>[Cl:11][C:9]1[CH:10]=[C:2]2[C:3]([C:4](=[O:5])[NH:6][CH:12]=[N:1]2)=[CH:7][CH:8]=1 |f:3.4|. Procedure: To a solution of 2-amino-4-chlorobenzamide (58 g, 0.34 mol) in hot (60° C.) N-methylpyrrolidone (170 mL), triethylorthoformate (151 g, 1.02 mol, 3 equiv) and a 1,4-dioxane 5N HCl solution (ca. 15 mL) were added. The resulting solution was heated at 110° C. for 18 h. Then, the mixture was cooled to room temperature, was poured over cold water and was brought to pH 7 with saturated NaHCO3 solution. The formed precipitate was filtered, washed with water and dried to give the desired product as a sl...